The task is: describe an organic reaction: reactants, conditions, products, and yield. This data is from the Open Reaction Database (ORD), a public repository of structured organic reaction records. Starting materials: [BH4-], C=O, CO, CC(Nc1cc(-c2sc(C3CCNCC3)nc2-c2ccc(F)cc2)ccn1)c1ccccc1, [Na+]. The product is CC(Nc1cc(-c2sc(C3CCN(C)CC3)nc2-c2ccc(F)cc2)ccn1)c1ccccc1. RXN SMILES: [BH4-:36].[CH2:34]=[O:35].[CH3:38][OH:39].[F:1][c:2]1[cH:3][cH:4][c:5](-[c:8]2[n:9][c:10]([CH:28]3[CH2:29][CH2:30][NH:31][CH2:32][CH2:33]3)[s:11][c:12]2-[c:13]2[cH:14][c:15]([NH:19][CH:20]([CH3:21])[c:22]3[cH:23][cH:24][cH:25][cH:26][cH:27]3)[n:16][cH:17][cH:18]2)[cH:6][cH:7]1.[Na+:37]>>[F:1][c:2]1[cH:3][cH:4][c:5](-[c:8]2[n:9][c:10]([CH:28]3[CH2:29][CH2:30][N:31]([CH3:34])[CH2:32][CH2:33]3)[s:11][c:12]2-[c:13]2[cH:14][c:15]([NH:19][CH:20]([CH3:21])[c:22]3[cH:23][cH:24][cH:25][cH:26][cH:27]3)[n:16][cH:17][cH:18]2)[cH:6][cH:7]1.